Dataset: the Open Reaction Database (ORD), a public repository of structured organic reaction records. Task: describe an organic reaction: reactants, conditions, products, and yield Product: C(C)OC(CS(=O)CCSC1=CC(=C(C(=C1)C(C)(C)C)O)C(C)(C)C)=O (ethyl[[2-[[3,5-bis(1,1-dimethylethyl)-4-hydroxyphenyl]thio]ethyl]sulfinyl]acetate). Solvent: C(C)O (ethyl alcohol), C(C)O (ethyl alcohol), O (Water). The reactants are COC(CS(=O)CCCl)=O (methyl[(2-chloroethyl)sulfinyl]acetate), CC(C)(C)C1=C(C(=CC(=C1)S)C(C)(C)C)O (2,6-bis(1,1-Dimethylethyl)-4-mercaptophenol), [O-]CC.[Na+] (sodium ethoxide), [Na] (sodium). Reaction SMILES: [CH3:1][C:2]([C:5]1[CH:10]=[C:9]([SH:11])[CH:8]=[C:7]([C:12]([CH3:15])([CH3:14])[CH3:13])[C:6]=1[OH:16])([CH3:4])[CH3:3].[O-:17][CH2:18][CH3:19].[Na+].[Na].C[O:23][C:24](=O)[CH2:25][S:26]([CH2:28][CH2:29]Cl)=[O:27]>C(O)C.O>[CH2:18]([O:17][C:24](=[O:23])[CH2:25][S:26]([CH2:28][CH2:29][S:11][C:9]1[CH:8]=[C:7]([C:12]([CH3:15])([CH3:14])[CH3:13])[C:6]([OH:16])=[C:5]([C:2]([CH3:1])([CH3:3])[CH3:4])[CH:10]=1)=[O:27])[CH3:19] |f:1.2,^1:20|. Procedure details: 2,6-bis(1,1-Dimethylethyl)-4-mercaptophenol (2.97 g, 0.0125 mole) was added to sodium ethoxide, freshly prepared from sodium (0.29 g, 0.0125 mole) in ethyl alcohol (75 ml), and stirred for 1.5 hours. A solution of the title compound of Example 11 (2.3 g, 0.0125 mole) in ethyl alcohol (50 ml) was added dropwise over one hour and the resulting solution stirred for 20 hours at room temperature. Water (100 ml) was added and the ethyl alcohol removed using a rotary evaporator. The aqueous residue was... Reaction conditions: time 1.5 hour.